Dataset: the Open Reaction Database (ORD), a public repository of structured organic reaction records. Task: describe an organic reaction: reactants, conditions, products, and yield As a reaction SMILES: [CH2:1]([NH:8][C:9]1[N:14]=[C:13]([NH:15][C:16]([C:18]2[CH:22]=[C:21]([C:23]3[CH:28]=[CH:27][C:26]([F:29])=[CH:25][CH:24]=3)[N:20](C3CCCCO3)[N:19]=2)=O)[CH:12]=[CH:11][CH:10]=1)[C:2]1[CH:7]=[CH:6][CH:5]=[CH:4][CH:3]=1.CO.Cl>C1COCC1>[CH2:1]([NH:8][C:9]1[CH:10]=[CH:11][CH:12]=[C:13]([NH:15][CH2:16][C:18]2[CH:22]=[C:21]([C:23]3[CH:24]=[CH:25][C:26]([F:29])=[CH:27][CH:28]=3)[NH:20][N:19]=2)[N:14]=1)[C:2]1[CH:7]=[CH:6][CH:5]=[CH:4][CH:3]=1. Procedure: Boran dimethylsufide (50 μL) was added to a solution of N-(6-(benzylamino)pyridin-2-yl)-5-(4-fluorophenyl)-1-(tetrahydro-2H-pyran-2-yl)-1H-pyrazole-3-carboxamide 4 (180 mg, 0.38 mmol) in THF (10 ml). The reaction mixture was refluxed over night and cooled. MeOH was added, followed by conc. HCl and the reaction mixture was heated for 5 hrs. Then the reaction mixture was concentrated in vacuum, diluted with water (5 ml) and extracted with chloroform (50 ml×2). The combined organic layers were wash... The solvent is C1CCOC1 (THF). Isolated yield 14.1%. Product: C(C1=CC=CC=C1)NC1=NC(=CC=C1)NCC1=NNC(=C1)C1=CC=C(C=C1)F (N2-benzyl-N6-((5-(4-fluorophenyl)-1H-pyrazol-3-yl)methyl)pyridine-2,6-diamine). Starting materials: CO (MeOH), C(C1=CC=CC=C1)NC1=CC=CC(=N1)NC(=O)C1=NN(C(=C1)C1=CC=C(C=C1)F)C1OCCCC1 (N-(6-(benzylamino)pyridin-2-yl)-5-(4-fluorophenyl)-1-(tetrahydro-2H-pyran-2-yl)-1H-pyrazole-3-carboxamide), Cl (HCl). Reactants: [Al+3].[Cl-].[Cl-].[Cl-] (AlCl3), [H-].[H-].[H-].[H-].[Li+].[Al+3] (LiAlH4), S1C(=CC=C1)C(C)(CCCC)O (2-thiophen-2-yl-hexan-2-ol). Run in CCOCC (Et2O), CCOCC (Et2O). Run at temperature 0 celsius, time 1 hour. Product: CC(CCCC)C=1SC=CC1 (2-(1-methypentyl)thiophene). As a reaction SMILES: [H-].[H-].[H-].[H-].[Li+].[Al+3].[Al+3].[Cl-].[Cl-].[Cl-].[S:11]1[CH:15]=[CH:14][CH:13]=[C:12]1[C:16](O)([CH2:18][CH2:19][CH2:20][CH3:21])[CH3:17]>CCOCC>[CH3:17][CH:16]([C:12]1[S:11][CH:15]=[CH:14][CH:13]=1)[CH2:18][CH2:19][CH2:20][CH3:21] |f:0.1.2.3.4.5,6.7.8.9|. Reported procedure: Under nitrogen, a suspension of LiAlH4 (4.9 g, 0.13 mol) in dry Et2O (700 mL) was cooled to 0° C. by an ice/water bath. AlCl3 (34.4 g, 0.26 mol) was then added in small portions. After addition, the mixture was stirred at 0° C. for 1 hour. A solution of 2-thiophen-2-yl-hexan-2-ol in dry Et2O (13.1 g, 70.81 mmol) was then added dropwise. The mixture was stirred at 0° C. for 2 hours, and allowed to warm to room temperature, and stirred at room temperature overnight. After cooling to 0° C., the rea... The reactants are C(CCCCCCC\C=C/CCCCCCCC)(=O)O (oleic acid), C(C(=O)Cl)(=O)Cl (oxalyl chloride). Solvent: CCCCCC (hexane). Run at time 1.5 hour. Product: C(CCCCCCC\C=C/CCCCCCCC)(=O)Cl (Oleoyl chloride). Reaction SMILES: [C:1]([OH:20])(=O)[CH2:2][CH2:3][CH2:4][CH2:5][CH2:6][CH2:7][CH2:8]/[CH:9]=[CH:10]\[CH2:11][CH2:12][CH2:13][CH2:14][CH2:15][CH2:16][CH2:17][CH3:18].C(Cl)(=O)C([Cl:24])=O>CCCCCC>[C:1]([Cl:24])(=[O:20])[CH2:2][CH2:3][CH2:4][CH2:5][CH2:6][CH2:7][CH2:8]/[CH:9]=[CH:10]\[CH2:11][CH2:12][CH2:13][CH2:14][CH2:15][CH2:16][CH2:17][CH3:18]. Reported procedure: A 1.0 g portion of oleic acid was dissolved in 10 ml of hexane. A 2.0 ml portion of oxalyl chloride was added and this mixture was stirred under dry conditions for 1.5 hours, then evaporated in vacuo, giving the desired compound as a colorless oil. Starting materials: C(C)(C)(C)NC(=O)C1=CN(C2=NC=C(N=C21)C2=NN(C1=CC=C(C=C21)OC(F)F)CCC=O)COCC[Si](C)(C)C (N-tert-butyl-2-(5-(difluoromethoxy)-1-(3-oxopropyl)-1H-indazol-3-yl)-5-((2-(trimethylsilyl)ethoxy)methyl)-5H-pyrrolo[2,3-b]pyrazine-7-carboxamide), Cl.FC1(CNC1)F (3,3-difluoroazetidine hydrochloride), C(C)(=O)O[BH-](OC(C)=O)OC(C)=O.[Na+] (sodium triacetoxyborohydride). Solvent: C(=O)(O)[O-].[Na+] (NaHCO3), ClC(C)Cl (dichloroethane). Run at temperature 25 celsius, time 15 minute. Yields the product C(C)(C)(C)NC(=O)C1=CN(C2=NC=C(N=C21)C2=NN(C1=CC=C(C=C21)OC(F)F)CCCN2CC(C2)(F)F)COCC[Si](C)(C)C (N-tert-butyl-2-(1-(3-(3,3-difluoroazetidin-1-yl)propyl)-5-(difluoromethoxy)-1H-indazol-3-yl)-5-((2-(trimethylsilyl)ethoxy)methyl)-5H-pyrrolo[2,3-b]pyrazine-7-carboxamide). The yield is 98.6%. RXN SMILES: [C:1]([NH:5][C:6]([C:8]1[C:16]2[C:11](=[N:12][CH:13]=[C:14]([C:17]3[C:25]4[C:20](=[CH:21][CH:22]=[C:23]([O:26][CH:27]([F:29])[F:28])[CH:24]=4)[N:19]([CH2:30][CH2:31][CH:32]=O)[N:18]=3)[N:15]=2)[N:10]([CH2:34][O:35][CH2:36][CH2:37][Si:38]([CH3:41])([CH3:40])[CH3:39])[CH:9]=1)=[O:7])([CH3:4])([CH3:3])[CH3:2].Cl.[F:43][C:44]1([F:48])[CH2:47][NH:46][CH2:45]1.C(O[BH-](OC(=O)C)OC(=O)C)(=O)C.[Na+]>ClC(Cl)C.C([O-])(O)=O.[Na+]>[C:1]([NH:5][C:6]([C:8]1[C:16]2[C:11](=[N:12][CH:13]=[C:14]([C:17]3[C:25]4[C:20](=[CH:21][CH:22]=[C:23]([O:26][CH:27]([F:28])[F:29])[CH:24]=4)[N:19]([CH2:30][CH2:31][CH2:32][N:46]4[CH2:47][C:44]([F:48])([F:43])[CH2:45]4)[N:18]=3)[N:15]=2)[N:10]([CH2:34][O:35][CH2:36][CH2:37][Si:38]([CH3:40])([CH3:39])[CH3:41])[CH:9]=1)=[O:7])([CH3:2])([CH3:4])[CH3:3] |f:1.2,3.4,6.7|. Procedure details: To a solution of N-tert-butyl-2-(5-(difluoromethoxy)-1-(3-oxopropyl)-1H-indazol-3-yl)-5-((2-(trimethylsilyl)ethoxy)methyl)-5H-pyrrolo[2,3-b]pyrazine-7-carboxamide (34 mg, 58.0 μmol) in dichloroethane (6 mL) was added 3,3-difluoroazetidine hydrochloride (9.76 mg, 75.3 μmol.30). The mixture was stirred at 25° C. for 15 min, then sodium triacetoxyborohydride (18.4 mg, 86.9 μmol0) was added and stirring was continued for 18 h. The reaction mixture was diluted with saturated NaHCO3 solution and extra... Reactants: Cl.N1(CCNCC1)C(=O)C1=C(C=CC=C1)C(F)(F)F (piperazin-1-yl-(2-trifluoromethyl-phenyl)-methanone hydrochloride), CCN(C(C)C)C(C)C (DIPEA), C(C)(C)(C)OC(=O)NCC(=O)O (tert-butoxycarbonylamino-acetic acid), CCN=C=NCCCN(C)C (EDCI), C=1C=CC2=C(C1)N=NN2O (HOBT). Procedure: DIPEA (3.5 mL, 20.41 mmol) was added dropwise to tert-butoxycarbonylamino-acetic acid (1.42 g, 8.16 mmol) in DMF (15 mL). EDCI (2.6 g, 13.61 mmol) and HOBT (1.1 g, 8.16 mmol) were added consecutively and, after 10 mins, piperazin-1-yl-(2-trifluoromethyl-phenyl)-methanone hydrochloride (2 g, 6.80 mmol) was added. The resulting mixture was stirred at room temperature overnight. Water was then added and the product was extracted with EtOAc and washed with brine. The organic phase was dried over Na2... The solvent is CCCCCC (hexane), O (Water), CN(C)C=O (DMF). Yields the product C(C)(C)(C)OC(NCC(N1CCN(CC1)C(C1=C(C=CC=C1)C(F)(F)F)=O)=O)=O ({2-Oxo-2-[4-(2-trifluoromethyl-benzoyl)-piperazin-1-yl]-ethyl}-carbamic acid tert-butyl ester). As a reaction SMILES: CCN(C(C)C)C(C)C.[C:10]([O:14][C:15]([NH:17][CH2:18][C:19]([OH:21])=O)=[O:16])([CH3:13])([CH3:12])[CH3:11].CCN=C=NCCCN(C)C.C1C=CC2N(O)N=NC=2C=1.Cl.[N:44]1([C:50]([C:52]2[CH:57]=[CH:56][CH:55]=[CH:54][C:53]=2[C:58]([F:61])([F:60])[F:59])=[O:51])[CH2:49][CH2:48][NH:47][CH2:46][CH2:45]1>CN(C=O)C.CCCCCC.O>[C:10]([O:14][C:15](=[O:16])[NH:17][CH2:18][C:19](=[O:21])[N:47]1[CH2:48][CH2:49][N:44]([C:50](=[O:51])[C:52]2[CH:57]=[CH:56][CH:55]=[CH:54][C:53]=2[C:58]([F:61])([F:59])[F:60])[CH2:45][CH2:46]1)([CH3:11])([CH3:12])[CH3:13] |f:4.5|. Run at time 8 hour. Yield: 92.0%. The reactants are [Al+3], O=C([O-])O, CC1CN(Cc2ccccc2)CC1C#N, CCOCC, [H-], [H-], [H-], [H-], [Li+], [Na+]. Product: CC1CN(Cc2ccccc2)CC1CN. As a reaction SMILES: [Al+3:2].[C:22](=[O:23])([O-:24])[OH:25].[CH2:7]([c:8]1[cH:9][cH:10][cH:11][cH:12][cH:13]1)[N:14]1[CH2:15][CH:16]([C:20]#[N:21])[CH:17]([CH3:19])[CH2:18]1.[CH3:27][CH2:28][O:29][CH2:30][CH3:31].[H-:1].[H-:4].[H-:5].[H-:6].[Li+:3].[Na+:26]>>[CH2:7]([c:8]1[cH:9][cH:10][cH:11][cH:12][cH:13]1)[N:14]1[CH2:15][CH:16]([CH2:20][NH2:21])[CH:17]([CH3:19])[CH2:18]1. Starting materials: C(CCC)(=O)C1=CC(=NO1)C1=CC=CC=C1 (5-butyryl-3-phenylisoxazole), N1CCCCC1 (piperidine), aqueous solution, C=O (formaldehyde). The solvent is C(C)O (ethyl alcohol). Run at time 1.5 hour. The product is N1(CCCCC1)CC(C(=O)C1=CC(=NO1)C1=CC=CC=C1)CC (5-(2-piperidinomethylbutyryl)-3-phenylisoxazole). Reaction SMILES: [C:1]([C:6]1[O:10][N:9]=[C:8]([C:11]2[CH:16]=[CH:15][CH:14]=[CH:13][CH:12]=2)[CH:7]=1)(=[O:5])[CH2:2][CH2:3][CH3:4].[NH:17]1[CH2:22][CH2:21][CH2:20][CH2:19][CH2:18]1.[CH2:23]=O>C(O)C>[N:17]1([CH2:23][CH:2]([CH2:3][CH3:4])[C:1]([C:6]2[O:10][N:9]=[C:8]([C:11]3[CH:16]=[CH:15][CH:14]=[CH:13][CH:12]=3)[CH:7]=2)=[O:5])[CH2:22][CH2:21][CH2:20][CH2:19][CH2:18]1. Procedure details: Added to 320 ml of ethyl alcohol were 160 g (0.74 mol) of 5-butyryl-3-phenylisoxazole and 103 ml of piperidine, followed by the dropwise addition of 96 ml (1.18 mol) of a 37% aqueous solution of formaldehyde under ice cooling over 30 minutes. After the reaction mixture was stirred for 1.5 hours at room temperature, the solvent was distilled off. The residue was dissolved in 800 ml of ethyl ether. The resultant solution was washed with water and the organic layer then dried over anhydrous magnesi... Starting materials: [OH-].[Na+] (Sodium hydroxide), BrC=1C=C2C(=C(C=NC2=CC1)C(=O)OCC)N[C@@H]1C[C@@H](C1)OC (ethyl 6-bromo-4-[(cis-3-methoxycyclobutyl)amino]quinoline-3-carboxylate). Solvent: CO (MeOH), C1CCOC1 (THF). Conditions: temperature 60 celsius, time 3 hour. Yields the product BrC=1C=C2C(=C(C=NC2=CC1)C(=O)O)N[C@@H]1C[C@@H](C1)OC (6-Bromo-4-[(cis-3-methoxycyclobutyl)amino]quinoline-3-carboxylic acid). The yield is 99.0%. Reaction SMILES: [OH-].[Na+].[Br:3][C:4]1[CH:5]=[C:6]2[C:11](=[CH:12][CH:13]=1)[N:10]=[CH:9][C:8]([C:14]([O:16]CC)=[O:15])=[C:7]2[NH:19][C@H:20]1[CH2:23][C@@H:22]([O:24][CH3:25])[CH2:21]1>CO.C1COCC1>[Br:3][C:4]1[CH:5]=[C:6]2[C:11](=[CH:12][CH:13]=1)[N:10]=[CH:9][C:8]([C:14]([OH:16])=[O:15])=[C:7]2[NH:19][C@H:20]1[CH2:23][C@@H:22]([O:24][CH3:25])[CH2:21]1 |f:0.1|. Procedure details: Sodium hydroxide (190 ml, 379.70 mmol) was added to ethyl 6-bromo-4-[(cis-3-methoxycyclobutyl)amino]quinoline-3-carboxylate (36 g, 94.92 mmol) in a mixture of MeOH (120 mL) and THF (120 mL) and the resulting mixture stirred at 60° C. for 3 h. The solvent was removed under reduced pressure and the mixture adjusted to pH 3 with 2M hydrochloric acid. The precipitate was collected by filtration, washed with water (300 mL) and dried under vacuum to afford the desired material (33.0 g, 99%) as a pale ... The reactants are ClC(Cl)Cl, O=C(Cl)Cl, CC1(C)SC2C(NC(c3ccccc3)(c3ccccc3)c3ccccc3)C(=O)N2C1C(N)=O, c1ccncc1. Reaction SMILES: [CH:44]([Cl:45])([Cl:46])[Cl:47].[Cl:40][C:41](=[O:42])[Cl:43].[c:1]1([C:7]([c:8]2[cH:9][cH:10][cH:11][cH:12][cH:13]2)([c:14]2[cH:15][cH:16][cH:17][cH:18][cH:19]2)[NH:20][CH:21]2[CH:22]3[N:23]([CH:24]([C:29]([NH2:30])=[O:31])[C:25]([CH3:27])([CH3:28])[S:26]3)[C:32]2=[O:33])[cH:2][cH:3][cH:4][cH:5][cH:6]1.[cH:34]1[cH:35][cH:36][n:37][cH:38][cH:39]1>>[c:1]1([C:7]([c:8]2[cH:9][cH:10][cH:11][cH:12][cH:13]2)([c:14]2[cH:15][cH:16][cH:17][cH:18][cH:19]2)[NH:20][CH:21]2[CH:22]3[N:23]([CH:24]([C:29]#[N:30])[C:25]([CH3:27])([CH3:28])[S:26]3)[C:32]2=[O:33])[cH:2][cH:3][cH:4][cH:5][cH:6]1. The product is CC1(C)SC2C(NC(c3ccccc3)(c3ccccc3)c3ccccc3)C(=O)N2C1C#N. Starting materials: C1(CCCCCC1)COC1=CC=CC(=N1)C(=O)OC (methyl 6-(cycloheptylmethoxy)picolinate), CC#N (CH3CN). Yields the product C1(CCCCCC1)COC1=CC=CC(=N1)C(CC#N)=O (3-(6-(cycloheptylmethoxy)pyridin-2-yl)-3-oxopropanenitrile). RXN SMILES: [CH:1]1([CH2:8][O:9][C:10]2[N:15]=[C:14]([C:16]([O:18]C)=O)[CH:13]=[CH:12][CH:11]=2)[CH2:7][CH2:6][CH2:5][CH2:4][CH2:3][CH2:2]1.[CH3:20][C:21]#[N:22]>>[CH:1]1([CH2:8][O:9][C:10]2[N:15]=[C:14]([C:16](=[O:18])[CH2:20][C:21]#[N:22])[CH:13]=[CH:12][CH:11]=2)[CH2:2][CH2:3][CH2:4][CH2:5][CH2:6][CH2:7]1. Procedure: CH3CN addition to methyl 6-(cycloheptylmethoxy)picolinate following the method used in Example 6 gave 3-(6-(cycloheptylmethoxy)pyridin-2-yl)-3-oxopropanenitrile as a yellow oil which was used in the next step without further purification. Yield (2.12 g, quant.).